From a dataset of the Open Reaction Database (ORD), a public repository of structured organic reaction records. describe an organic reaction: reactants, conditions, products, and yield Run in C1(=CC=CC=C1)C (toluene). Reported procedure: The 2.2 mL of benzo[d][1,3,2]dioxaborole (1.22 g, 10.2 mmol) was added to a nitrogen purged solution of isopropyl 2-(5-bromo-2,6-dimethyl-4-(4-phenylpiperidin-1-yl)pyridin-3-yl)-2-oxoacetate (2.6 g, 5.66 mmol) and 1.7 mL of (R)-1-methyl-3,3-diphenylhexahydropyrrolo[1,2-c][1,3,2]oxazaborole (471 mg, 1.7 mmol) in toluene (50 mL) at −60° C. and allowed to warm to −15° C. before being placed in the freezer overnight. The reaction was quenched with 1M Na2CO3 (15 mL), diluted with EtOAc, and stirred f... The yield is 76.6%. Conditions: temperature -15 celsius, time 20 minute. RXN SMILES: O1C2C=CC=CC=2OB1.[Br:10][C:11]1[C:12]([N:27]2[CH2:32][CH2:31][CH:30]([C:33]3[CH:38]=[CH:37][CH:36]=[CH:35][CH:34]=3)[CH2:29][CH2:28]2)=[C:13]([C:19](=[O:26])[C:20]([O:22][CH:23]([CH3:25])[CH3:24])=[O:21])[C:14]([CH3:18])=[N:15][C:16]=1[CH3:17].CB1N2CCC[C@@H]2C(C2C=CC=CC=2)(C2C=CC=CC=2)O1>C1(C)C=CC=CC=1>[Br:10][C:11]1[C:12]([N:27]2[CH2:32][CH2:31][CH:30]([C:33]3[CH:38]=[CH:37][CH:36]=[CH:35][CH:34]=3)[CH2:29][CH2:28]2)=[C:13]([C@H:19]([OH:26])[C:20]([O:22][CH:23]([CH3:25])[CH3:24])=[O:21])[C:14]([CH3:18])=[N:15][C:16]=1[CH3:17]. Reactants: O1BOC2=C1C=CC=C2 (benzo[d][1,3,2]dioxaborole), BrC=1C(=C(C(=NC1C)C)C(C(=O)OC(C)C)=O)N1CCC(CC1)C1=CC=CC=C1 (isopropyl 2-(5-bromo-2,6-dimethyl-4-(4-phenylpiperidin-1-yl)pyridin-3-yl)-2-oxoacetate), CB1OC([C@@H]2N1CCC2)(C2=CC=CC=C2)C2=CC=CC=C2 ((R)-1-methyl-3,3-diphenylhexahydropyrrolo[1,2-c][1,3,2]oxazaborole). Product: BrC=1C(=C(C(=NC1C)C)[C@@H](C(=O)OC(C)C)O)N1CCC(CC1)C1=CC=CC=C1 ((S)-isopropyl 2-(5-bromo-2,6-dimethyl-4-(4-phenylpiperidin-1-yl)pyridin-3-yl)-2-hydroxyacetate). Reactants: resultant solution, Cl (hydrochloric acid), OC1=C(C=C(C=CC(=O)NC=2C(C(=O)[O-])=CC=CC2)C=C1)OC.[NH2+]1CCOCC1 (morpholinium N-(4-hydroxy-3-methoxycinnamoyl)anthranilate). The solvent is O (water), CO (methyl alcohol). Yields the product OC1=C(C=C(C=CC(=O)NC=2C(C(=O)O)=CC=CC2)C=C1)OC (N-(4-hydroxy-3-methoxycinnamoyl)anthranilic acid). Yield: 82.5%. Reaction SMILES: [OH:1][C:2]1[CH:21]=[CH:20][C:5]([CH:6]=[CH:7][C:8]([NH:10][C:11]2[C:12](=[CH:16][CH:17]=[CH:18][CH:19]=2)[C:13]([O-:15])=[O:14])=[O:9])=[CH:4][C:3]=1[O:22][CH3:23].[NH2+]1CCOCC1.Cl>O.CO>[OH:1][C:2]1[CH:21]=[CH:20][C:5]([CH:6]=[CH:7][C:8]([NH:10][C:11]2[C:12](=[CH:16][CH:17]=[CH:18][CH:19]=2)[C:13]([OH:15])=[O:14])=[O:9])=[CH:4][C:3]=1[O:22][CH3:23] |f:0.1|. Reported procedure: A 10 g quantity of morpholinium N-(4-hydroxy-3-methoxycinnamoyl)anthranilate is dissolved in a mixture of 80 ml of water and 60 ml of methyl alcohol with heating, and the resultant solution is added dropwise to 85 ml of diluted hydrochloric acid (5 ml of conc. hydrochloric acid and 80 ml of water) with stirring. The precipitated crystals which form are collected by filtration, washed with water and then dried at 90°-100° C. under reduced pressure for 3 hours to yield N-(4-hydroxy-3-methoxycinnam... Starting materials: BrB(Br)Br, COc1ccc(-c2ccc3c(Cl)c(O)ccc3c2)c(C)c1. The product is Cc1cc(O)ccc1-c1ccc2c(Cl)c(O)ccc2c1. Reaction SMILES: [B:22]([Br:23])([Br:24])[Br:25].[Cl:1][c:2]1[c:3]([OH:21])[cH:4][cH:5][c:6]2[cH:7][c:8](-[c:12]3[c:13]([CH3:20])[cH:14][c:15]([O:18][CH3:19])[cH:16][cH:17]3)[cH:9][cH:10][c:11]12>>[Cl:1][c:2]1[c:3]([OH:21])[cH:4][cH:5][c:6]2[cH:7][c:8](-[c:12]3[c:13]([CH3:20])[cH:14][c:15]([OH:18])[cH:16][cH:17]3)[cH:9][cH:10][c:11]12. The reactants are O=C1C(=CN=C(N1CC(=O)NC(C(C(F)(F)F)O)C(C)C)C1=CC=CC=C1)NC(=O)NCC=1C=NC=CC1 (2-[6-Oxo-2-phenyl-5-[3-(3-pyridylmethyl)ureido]-1,6-dihydro-1-pyrimidinyl]-N-(3,3,3-trifluoro-2-hydroxy-1-isopropylpropyl)acetamide), CO (methanol). The solvent is ClCCl (dichloromethane). Yields the product O=C1C(=CN=C(N1CC(=O)NC(C(C(F)(F)F)=O)C(C)C)C1=CC=CC=C1)NC(=O)NCC=1C=NC=CC1 (2-[6-oxo-2-phenyl-5-[3-(3-pyridylmethyl)ureido]-1,6-dihydro-1-pyrimidinyl]-N-(3,3,3-trifluoro-1-isopropyl-2-oxopropyl)acetamide). Reaction SMILES: [O:1]=[C:2]1[N:7]([CH2:8][C:9]([NH:11][CH:12]([CH:19]([CH3:21])[CH3:20])[CH:13]([OH:18])[C:14]([F:17])([F:16])[F:15])=[O:10])[C:6]([C:22]2[CH:27]=[CH:26][CH:25]=[CH:24][CH:23]=2)=[N:5][CH:4]=[C:3]1[NH:28][C:29]([NH:31][CH2:32][C:33]1[CH:34]=[N:35][CH:36]=[CH:37][CH:38]=1)=[O:30].CO>ClCCl>[O:1]=[C:2]1[N:7]([CH2:8][C:9]([NH:11][CH:12]([CH:19]([CH3:21])[CH3:20])[C:13](=[O:18])[C:14]([F:15])([F:17])[F:16])=[O:10])[C:6]([C:22]2[CH:27]=[CH:26][CH:25]=[CH:24][CH:23]=2)=[N:5][CH:4]=[C:3]1[NH:28][C:29]([NH:31][CH2:32][C:33]1[CH:34]=[N:35][CH:36]=[CH:37][CH:38]=1)=[O:30]. Procedure details: 2-[6-Oxo-2-phenyl-5-[3-(3-pyridylmethyl)ureido]-1,6-dihydro-1-pyrimidinyl]-N-(3,3,3-trifluoro-2-hydroxy-1-isopropylpropyl)acetamide was subjected to conditions similar to those described in Example 1. Chromatography, with methanol:dichloromethane (5.95) as the eluent, gave 2-[6-oxo-2-phenyl-5-[3-(3-pyridylmethyl)ureido]-1,6-dihydro-1-pyrimidinyl]-N-(3,3,3-trifluoro-1-isopropyl-2-oxopropyl)acetamide as a white solid; NMR (DMSO/D2O): 8.60 (s,1), 8.42 (m,3), 7.71 (m,1), 7.47 (m,5), 4.58 (d,1), 4.39... Starting materials: C1(=CC=CC=C1)C(OC1CCN(CC1)CCCCN)C1=CC=CC=C1 (4-(Diphenylmethoxy)-1-piperidinebutanamine), ClC=1C=CC=2N(N1)N=CN2 (6-chloro[1,2,4]triazolo[1,5-b]pyridazine), C(C)N(C(C)C)C(C)C (N-ethyldiisopropylamine). The solvent is C(CCC)O (n-butanol). Yields the product C1(=CC=CC=C1)C(OC1CCN(CC1)CCCCNC=1C=CC=2N(N1)N=CN2)C2=CC=CC=C2 (6-[4-[4-(diphenylmethoxy)piperidino]butylamino][1,2,4]triazolo[1,5-b]pyridazine). Isolated yield 9.1%. RXN SMILES: [C:1]1([CH:7]([C:20]2[CH:25]=[CH:24][CH:23]=[CH:22][CH:21]=2)[O:8][CH:9]2[CH2:14][CH2:13][N:12]([CH2:15][CH2:16][CH2:17][CH2:18][NH2:19])[CH2:11][CH2:10]2)[CH:6]=[CH:5][CH:4]=[CH:3][CH:2]=1.Cl[C:27]1[CH:28]=[CH:29][C:30]2[N:31]([N:33]=[CH:34][N:35]=2)[N:32]=1.C(N(C(C)C)C(C)C)C>C(O)CCC>[C:20]1([CH:7]([C:1]2[CH:2]=[CH:3][CH:4]=[CH:5][CH:6]=2)[O:8][CH:9]2[CH2:14][CH2:13][N:12]([CH2:15][CH2:16][CH2:17][CH2:18][NH:19][C:27]3[CH:28]=[CH:29][C:30]4[N:31]([N:33]=[CH:34][N:35]=4)[N:32]=3)[CH2:11][CH2:10]2)[CH:21]=[CH:22][CH:23]=[CH:24][CH:25]=1. Reported procedure: 4-(Diphenylmethoxy)-1-piperidinebutanamine (1.83 g) and 6-chloro[1,2,4]triazolo[1,5-b]pyridazine (557 mg) were dissolved in n-butanol (30 ml), followed by addition of N-ethyldiisopropylamine (931 mg). The mixture was refluxed under heating for 14 hours. After being cooled, the mixture was concentrated under reduced pressure, followed by addition of ice-water and extraction with ethyl acetate. The extract was washed with an aqueous sodium chloride saturated solution, dried over sodium sulfate and... Starting materials: BrCCCBr, [Na+], [OH-], O, CC(=O)c1ccccc1O. The product is CC(=O)c1ccccc1OCCCBr. RXN SMILES: [Br:11][CH2:12][CH2:13][CH2:14][Br:15].[Na+:17].[OH-:16].[OH2:18].[OH:1][c:2]1[c:3]([C:8]([CH3:9])=[O:10])[cH:4][cH:5][cH:6][cH:7]1>>[O:1]([c:2]1[c:3]([C:8]([CH3:9])=[O:10])[cH:4][cH:5][cH:6][cH:7]1)[CH2:14][CH2:13][CH2:12][Br:11]. Starting materials: P(OC)(OC)OC (trimethyl phosphite), ClC1=CC=C(C=C1)CCC(=O)Cl (3-(4-chlorophenyl)propionic acid chloride). Solvent: C(C)OCC (diethyl ether), C(C)OCC (diethyl ether). Reaction conditions: temperature 0 celsius, time 2.5 hour. Product: COP(OC)(=O)C(CCC1=CC=C(C=C1)Cl)=O (3-(4-chlorophenyl)-1-oxopropane-1-phosphonic acid dimethyl ester). Yield: 74.8%. RXN SMILES: [P:1]([O:6][CH3:7])([O:4][CH3:5])[O:2]C.[Cl:8][C:9]1[CH:14]=[CH:13][C:12]([CH2:15][CH2:16][C:17](Cl)=[O:18])=[CH:11][CH:10]=1>C(OCC)C>[CH3:5][O:4][P:1]([C:17](=[O:18])[CH2:16][CH2:15][C:12]1[CH:13]=[CH:14][C:9]([Cl:8])=[CH:10][CH:11]=1)(=[O:2])[O:6][CH3:7]. Procedure details: At 0° C., a solution of 3.6 g of trimethyl phosphite in 10 ml of diethyl ether is added dropwise to a solution of 5.1 g of 3-(4-chlorophenyl)propionic acid chloride in 25 ml of diethyl ether. The mixture is first stirred for 2.5 hours at 0° C., then another 2 hours at room temperature. After concentration of the solution, the residue is distilled with the use of a bulb tube at 200°-205° C. and a pressure of 0.02 mm, yielding 5.2 g (74%) of 3-(4-chlorophenyl)-1-oxopropane-1-phosphonic acid dimeth...